Dataset: the Open Reaction Database (ORD), a public repository of structured organic reaction records. Task: describe an organic reaction: reactants, conditions, products, and yield Starting materials: C1CCNCC1, Cc1ccc2c(c1)c1c(n2CC(=O)O)CCN(C)C1, CN(C)c1ccncc1, O=C(Cl)C(=O)Cl, ClCCl, CN(C)C=O. Product: Cc1ccc2c(c1)c1c(n2CC(=O)N2CCCCC2)CCN(C)C1. Reaction SMILES: [CH2:31]1[CH2:32][CH2:33][NH:34][CH2:35][CH2:36]1.[CH3:1][N:2]1[CH2:3][c:4]2[c:5]([n:6]([CH2:14][C:15](=[O:16])[OH:17])[c:7]3[cH:8][cH:9][c:10]([CH3:13])[cH:11][c:12]23)[CH2:18][CH2:19]1.[CH3:40][N:41]([c:42]1[cH:43][cH:44][n:45][cH:46][cH:47]1)[CH3:48].[Cl:20][C:21]([C:22]([Cl:23])=[O:24])=[O:25].[Cl:37][CH2:38][Cl:39].[O:26]=[CH:27][N:28]([CH3:29])[CH3:30]>>[CH3:1][N:2]1[CH2:3][c:4]2[c:5]([n:6]([CH2:14][C:15](=[O:16])[N:34]3[CH2:33][CH2:32][CH2:31][CH2:36][CH2:35]3)[c:7]3[cH:8][cH:9][c:10]([CH3:13])[cH:11][c:12]23)[CH2:18][CH2:19]1. Reactants: C(C)C1=NC2=CC(=C(C=C2C(=C1C)OC(=O)C1CC1)F)F (2-ethyl-3-methyl-4-cyclopropanecarbonyloxy-6,7-difluoroquinoline), C(C)C1=NC2=CC(=C(C=C2C(=C1C)OC(=O)C1CC1)F)F (2-ethyl-3-methyl-4-cyclopropanecarbonyloxy-6,7-difluoroquinoline), C(C)C1=NC2=CC=C(C(=C2C(=C1C)OC(=O)C1CC1)F)F (2-ethyl-3-methyl-4-cyclopropanecarbonyloxy-5,6-difluoroquinoline), C(C)C1=NC2=CC=C(C(=C2C(=C1C)OC(=O)C1CC1)F)F (2-ethyl-3-methyl-4-cyclopropanecarbonyloxy-5,6-difluoroquinoline), [Cl-].ClC1[NH+](CCN1C)C (2-chloro-1,3-dimethylimidazolinium chloride), N1=CC=CC=C1 (pyridine). Run in O (Water), ClCCl (dichloromethane). Reaction conditions: time 15 hour. The product is CC1=NC2=CC=C(C(=C2C(=C1C)OC(=O)C(CCCC#C)=O)F)F (2,3-dimethyl-4-(5-hexynoylcarbonyloxy)-5,6-difluoroquinoline). Yield: 254.3%. As a reaction SMILES: [CH2:1]([C:3]1[C:12]([CH3:13])=[C:11]([O:14][C:15]([CH:17]2[CH2:19][CH2:18]2)=[O:16])[C:10]2[C:5](=[CH:6][CH:7]=[C:8]([F:21])[C:9]=2[F:20])[N:4]=1)C.[Cl-].ClC1N(C)CC[NH+]1C.N1C=C[CH:34]=[CH:33][CH:32]=1.C(C1C(C)=C([O:50]C(C2CC2)=O)C2C(=CC(F)=C(F)C=2)N=1)C>ClCCl.O>[CH3:1][C:3]1[C:12]([CH3:13])=[C:11]([O:14][C:15]([C:17](=[O:50])[CH2:19][CH2:18][CH2:32][C:33]#[CH:34])=[O:16])[C:10]2[C:5](=[CH:6][CH:7]=[C:8]([F:21])[C:9]=2[F:20])[N:4]=1 |f:1.2|. Procedure details: 5-Hexynoic acid (starting material 2) (26.9 mg), 40.6 mg of 2-chloro-1,3-dimethylimidazolinium chloride and 37.9 mg of pyridine were stirred in dichloromethane (5 ml) at room temperature for one hr. Thereafter, 50 mg of 2,3-dimethyl-4-hydroxy-5,6-difluoroquinoline (starting material 1) prepared as described in Example 12 was added thereto, and the mixture was stirred at room temperature for 15 hr. Water was added to the reaction solution, and the mixture was extracted with dichloromethane. The d... Starting materials: N1CC(CCC1)C(=O)O (3-piperidine carboxylic acid), C(N)(=N)N1CCC(CC1)C(=O)O (1-guanyl-4-piperidine carboxylic acid). The product is N1C(CCCC1)C(=O)O (2-piperidine carboxylic acid), C(N)(=N)N1C(CCCC1)C(=O)O (1-guanyl-2-piperidine carboxylic acid). RXN SMILES: [NH:1]1[CH2:6][CH2:5][CH2:4][CH:3]([C:7]([OH:9])=[O:8])[CH2:2]1.[C:10]([N:13]1[CH2:18][CH2:17][CH:16]([C:19]([OH:21])=[O:20])[CH2:15][CH2:14]1)(=[NH:12])[NH2:11]>>[NH:1]1[CH2:2][CH2:3][CH2:4][CH2:5][CH:6]1[C:19]([OH:21])=[O:20].[C:10]([N:13]1[CH2:14][CH2:15][CH2:16][CH2:17][CH:18]1[C:7]([OH:9])=[O:8])(=[NH:12])[NH2:11]. Procedure: The above-named acylating agent is prepared from 3-piperidine carboxylic acid according to the procedure of Example XX for making 1-guanyl-4-piperidine carboxylic acid. Utilization of 2-piperidine carboxylic acid in place of the 4-isomer provides 1-guanyl-2-piperidine carboxylic acid. The reactants are C(=C)C1=CC=C(C=C1)B(O)O (4-vinyl-phenyl boronic acid), C(C)(C)(C)P (t-butylphosphine), ClC1=C(C=CC=C1)C=1C=NC=CC1 (3-(2-chloro-phenyl)pyridine), F[K] (fluoro-potassium). The reagents and catalysts are C(C1=CC=CC=C1)=CC(=O)C=CC1=CC=CC=C1.C(C1=CC=CC=C1)=CC(=O)C=CC1=CC=CC=C1.C(C1=CC=CC=C1)=CC(=O)C=CC1=CC=CC=C1.[Pd] (palladium tris(dibenzylidene acetone)). Run in O1CCOCC1 (1,4-dioxane). Run at temperature 80 celsius. Product: C(=C)C1=CC=C(C=C1)C1=C(C=CC=C1)C=1C=NC=CC1 (3-(4′-vinyl-biphenyl-2-yl)pyridine). Yield: 50.0%. RXN SMILES: [CH:1]([C:3]1[CH:8]=[CH:7][C:6](B(O)O)=[CH:5][CH:4]=1)=[CH2:2].Cl[C:13]1[CH:18]=[CH:17][CH:16]=[CH:15][C:14]=1[C:19]1[CH:20]=[N:21][CH:22]=[CH:23][CH:24]=1.F[K].C(P)(C)(C)C>C(=CC(C=CC1C=CC=CC=1)=O)C1C=CC=CC=1.C(=CC(C=CC1C=CC=CC=1)=O)C1C=CC=CC=1.C(=CC(C=CC1C=CC=CC=1)=O)C1C=CC=CC=1.[Pd].O1CCOCC1>[CH:1]([C:3]1[CH:8]=[CH:7][C:6]([C:13]2[CH:18]=[CH:17][CH:16]=[CH:15][C:14]=2[C:19]2[CH:20]=[N:21][CH:22]=[CH:23][CH:24]=2)=[CH:5][CH:4]=1)=[CH2:2] |f:4.5.6.7|. Procedure details: This Example was carried out in the same manner as Example 10, except that 23.42 g (0.158 mol) of 4-vinyl-phenyl boronic acid, 20.0 g (0.1055 mol) of 3-(2-chloro-phenyl)pyridine, 500□ of 1,4-dioxane, 27.54 g (0.474 mol, 3.3 equivalent) of fluoro-potassium, 1.69 g (0.0084 mol, 5.3 mol %) of t-butylphosphine [P( t-Bu)3)], and 2.6 g (0.0028 mol, 1.8 mol %) of palladium tris(dibenzylidene acetone) [Pd2(dba)3] were used. Finally, after the resulting solution was heated to reflux at 80° C. for 24 hour... Starting materials: CNc1cc(OCC2CO2)ccc1[N+](=O)[O-], O=C1CCC(=O)N1, c1ccncc1. Product: CNc1cc(OCC(O)CN2C(=O)CCC2=O)ccc1[N+](=O)[O-]. As a reaction SMILES: [CH3:1][NH:2][c:3]1[cH:4][c:5]([O:6][CH2:7][CH:8]2[CH2:9][O:10]2)[cH:11][cH:12][c:13]1[N+:14](=[O:15])[O-:16].[O:17]=[C:18]1[CH2:19][CH2:20][C:21](=[O:22])[NH:23]1.[cH:24]1[cH:25][cH:26][n:27][cH:28][cH:29]1>>[CH3:1][NH:2][c:3]1[cH:4][c:5]([O:6][CH2:7][CH:8]([CH2:9][N:23]2[C:18](=[O:17])[CH2:19][CH2:20][C:21]2=[O:22])[OH:10])[cH:11][cH:12][c:13]1[N+:14](=[O:15])[O-:16]. Starting materials: BrCBr, O=C([O-])[O-], O=C(Nc1cccc(C(F)(F)F)c1)Nc1ccc(OCc2ccccc2)cc1O, [Cs+], [Cs+], CN(C)C=O. Product: O=C(Nc1cccc(C(F)(F)F)c1)N1COc2cc(OCc3ccccc3)ccc21. Reaction SMILES: [Br:30][CH2:31][Br:32].[C:33](=[O:34])([O-:35])[O-:36].[CH2:1]([c:2]1[cH:3][cH:4][cH:5][cH:6][cH:7]1)[O:8][c:9]1[cH:10][c:11]([OH:29])[c:12]([NH:15][C:16](=[O:17])[NH:18][c:19]2[cH:20][c:21]([C:25]([F:26])([F:27])[F:28])[cH:22][cH:23][cH:24]2)[cH:13][cH:14]1.[Cs+:37].[Cs+:38].[O:39]=[CH:40][N:41]([CH3:42])[CH3:43]>>[CH2:1]([c:2]1[cH:3][cH:4][cH:5][cH:6][cH:7]1)[O:8][c:9]1[cH:10][c:11]2[c:12]([cH:13][cH:14]1)[N:15]([C:16](=[O:17])[NH:18][c:19]1[cH:20][c:21]([C:25]([F:26])([F:27])[F:28])[cH:22][cH:23][cH:24]1)[CH2:31][O:29]2.